From a dataset of the Open Reaction Database (ORD), a public repository of structured organic reaction records. describe an organic reaction: reactants, conditions, products, and yield Starting materials: COC(=O)C1N(CCN(C1)C(=O)OC(C)(C)C)C(=O)OCC1=CC=CC=C1 (piperazine-1,2,4-tricarboxylic acid 1-benzyl ester 4-tert-butyl ester 2-methyl ester), solution, C[Si](C)(C)[N-][Si](C)(C)C.[K+] (potassium bis(trimethylsilyl)amide), hydrochloride salt, C([O-])(O)=O.[Na+] (sodium bicarbonate), N1=C(C=CC=C1)CCl (2-picolyl chloride). The solvent is CN(C)C=O (DMF), O1CCCC1 (tetrahydrofuran), C1CCOC1 (THF), C(Cl)Cl (methylene chloride). Conditions: time 1 hour. The product is COC(=O)C1(N(CCN(C1)C(=O)OC(C)(C)C)C(=O)OCC1=CC=CC=C1)CC1=NC=CC=C1 (2-Pyridin-2-ylmethyl-piperazine-1,2,4-tricarboxylic acid 1-benzyl ester 4-tert-butyl ester 2-methyl ester). Reaction SMILES: [CH3:1][O:2][C:3]([CH:5]1[CH2:10][N:9]([C:11]([O:13][C:14]([CH3:17])([CH3:16])[CH3:15])=[O:12])[CH2:8][CH2:7][N:6]1[C:18]([O:20][CH2:21][C:22]1[CH:27]=[CH:26][CH:25]=[CH:24][CH:23]=1)=[O:19])=[O:4].C[Si]([N-][Si](C)(C)C)(C)C.[K+].[N:38]1[CH:43]=[CH:42][CH:41]=[CH:40][C:39]=1[CH2:44]Cl.C(=O)(O)[O-].[Na+]>O1CCCC1.C(Cl)Cl.CN(C=O)C>[CH3:1][O:2][C:3]([C:5]1([CH2:44][C:39]2[CH:40]=[CH:41][CH:42]=[CH:43][N:38]=2)[CH2:10][N:9]([C:11]([O:13][C:14]([CH3:17])([CH3:15])[CH3:16])=[O:12])[CH2:8][CH2:7][N:6]1[C:18]([O:20][CH2:21][C:22]1[CH:27]=[CH:26][CH:25]=[CH:24][CH:23]=1)=[O:19])=[O:4] |f:1.2,4.5|. Reported procedure: A stirred solution of piperazine-1,2,4-tricarboxylic acid 1-benzyl ester 4-tert-butyl ester 2-methyl ester (200 g, 529 mol), prepared as described by Bigge et al. (Tetrahedron Let. 1989, 30, 5193), in tetrahydrofuran (200 mL) and DMF (1.5 L) was cooled to about −78 C., and a 0.5M solution of potassium bis(trimethylsilyl)amide in THF (1.27 L) was added. After the above solution had stirred for about one hour, the free base of 2-picolyl chloride was generated by extracting the corresponding hydroc... Reactants: BrC1=CC=C2C(C(=CN(C2=C1)C1CCCCC1)C(=O)OCC)=O (ethyl 7-bromo-1-cyclohexyl-4-oxo-1,4-dihydro-quinoline-3-carboxylate), C(C)(C)(C)C1(CC(=CC(=C1O)C(C)(C)C)C)C (2,6-di-tert-butyl-4-methyl-cresol), C(C)(=O)OCC (ethyl acetate), palladium tetrakis-triphenylphosphine, tributyl-vinyl-stannate. The solvent is C1(=CC=CC=C1)C (toluene). Yields the product C1(CCCCC1)N1C=C(C(C2=CC=C(C=C12)C=C)=O)C(=O)OCC (ethyl 1-cyclohexyl-4-oxo-7-vinyl-1,4-dihydro-quinoline-3-carboxylate). The yield is 9385.9%. Reaction SMILES: Br[C:2]1[CH:11]=[C:10]2[C:5]([C:6](=[O:23])[C:7]([C:18]([O:20][CH2:21][CH3:22])=[O:19])=[CH:8][N:9]2[CH:12]2[CH2:17][CH2:16][CH2:15][CH2:14][CH2:13]2)=[CH:4][CH:3]=1.[C:24](C1(C)C(O)=C(C(C)(C)C)C=C(C)C1)(C)(C)[CH3:25].C(OCC)(=O)C>C1(C)C=CC=CC=1>[CH:12]1([N:9]2[C:10]3[C:5](=[CH:4][CH:3]=[C:2]([CH:24]=[CH2:25])[CH:11]=3)[C:6](=[O:23])[C:7]([C:18]([O:20][CH2:21][CH3:22])=[O:19])=[CH:8]2)[CH2:17][CH2:16][CH2:15][CH2:14][CH2:13]1. Reported procedure: A mixture of 1 g of ethyl 7-bromo-1-cyclohexyl-4-oxo-1,4-dihydro-quinoline-3-carboxylate (Example 13ad)), 60 mg of palladium tetrakis-triphenylphosphine, 1.55 ml of tributyl-vinyl-stannate and 5 mg of 2,6-di-tert-butyl-4-methyl-cresol in 25 ml of toluene is heated at reflux for 1 hr. The reaction mixture is cooled to room temperature, treated with 100 ml of ethyl acetate and washed with 100 ml of 10% aqueous ammonia solution. The aqueous solution is extracted with 50 ml of ethyl acetate. The com...